This data is from the Open Reaction Database (ORD), a public repository of structured organic reaction records. The task is: describe an organic reaction: reactants, conditions, products, and yield Reactants: BrC=1C=CC(=C(C#N)C1)F (5-bromo-2-fluorobenzonitrile), ONC(C)=O (N-hydroxyacetamide), CN(C)C=O (DMF), CC(C)(C)[O-].[K+] (KOtBu), CC(C)(C)[O-].[K+] (KOtBu). The solvent is [Cl-].[Na+].O (brine), C(Cl)Cl (CH2Cl2). Conditions: time 8 hour. Yields the product BrC=1C=CC2=C(C(=NO2)N)C1 (5-Bromobenzo[d] isoxazol-3-amine). The yield is 62.0%. RXN SMILES: [OH:1][NH:2][C:3](=O)[CH3:4].C[N:7](C=O)C.CC([O-])(C)C.[K+].[Br:17][C:18]1[CH:19]=C[C:21](F)=[C:22]([CH:25]=1)C#N>[Cl-].[Na+].O.C(Cl)Cl>[Br:17][C:18]1[CH:25]=[CH:22][C:21]2[O:1][N:2]=[C:3]([NH2:7])[C:4]=2[CH:19]=1 |f:2.3,5.6.7|. Procedure details: The title compound was prepared by a modification of the literature procedure as described in Palermo, M. G., Tetrahedron Lett., 37:2885 (1996). A single neck 50 mL flask equipped with a magnetic stirred was charged with N-hydroxyacetamide (2.63 g, 35.0 mmol) and DMF (100 mL). Then, KOtBu (3.93 g, 35.0 mmol) was added in one portion. The temperature rose to 30° C. The mixture was stirred for 1 h and, 5-bromo-2-fluorobenzonitrile (7 g, 35.0 mmol) was added. The reaction mixture was stirred for ov... The reactants are CC(=O)O, O=N[O-], Cc1cc(N)n(CCO)n1, [Na+], O. Yields the product Cc1nn(CCO)c(N)c1N=O. As a reaction SMILES: [CH3:16][C:17](=[O:18])[OH:19].[N:11](=[O:12])[O-:13].[NH2:1][c:2]1[cH:3][c:4]([CH3:10])[n:5][n:6]1[CH2:7][CH2:8][OH:9].[Na+:14].[OH2:15]>>[NH2:1][c:2]1[c:3]([N:11]=[O:12])[c:4]([CH3:10])[n:5][n:6]1[CH2:7][CH2:8][OH:9]. Starting materials: ClC1=C(C#N)C=C(C=C1)[N+](=O)[O-] (2-chloro-5-nitrobenzonitrile), CC(CO)(CO)C (2,2-dimethyl-1,3-propanediol). Product: NC=1C=CC(=C(C#N)C1)OCC(CO)(C)C (5-amino-2-(3-hydroxy-2,2-dimethylpropoxy)benzonitrile). Isolated yield 59.7%. RXN SMILES: Cl[C:2]1[CH:9]=[CH:8][C:7]([N+:10]([O-])=O)=[CH:6][C:3]=1[C:4]#[N:5].[CH3:13][C:14]([CH3:19])([CH2:17][OH:18])[CH2:15][OH:16]>>[NH2:10][C:7]1[CH:8]=[CH:9][C:2]([O:16][CH2:15][C:14]([CH3:19])([CH3:13])[CH2:17][OH:18])=[C:3]([CH:6]=1)[C:4]#[N:5]. Reported procedure: By the reaction and treatment in the same manner as in Starting Material Synthetic Example 2 using 2-chloro-5-nitrobenzonitrile (10 g) and 2,2-dimethyl-1,3-propanediol (5.7 g), the title compound (7.2 g) was obtained. melting point: 194-196° C.